This data is from the Open Reaction Database (ORD), a public repository of structured organic reaction records. The task is: describe an organic reaction: reactants, conditions, products, and yield The reactants are BrC1=C(C2=C(C(C=C(O2)C2=CC(=C(C=C2)NC(C(C)(C)C)=O)F)=O)C(=C1F)NC(C(C)(C)C)=O)F (7-bromo-6,8-difluoro-2-(3-fluoro-4-pivaloylaminophenyl)-5-pivaloylamino-4H-1-benzopyran-4-one), C1(=CC=CC=C1)P(C1=CC=CC=C1)C1=CC=CC=C1 (triphenylphosphine), C[Si](C)(C)C#C (trimethylsilylacetylene), O (water). Reagents/catalysts: C(C)(=O)[O-].[Pd+2].C(C)(=O)[O-] (palladium (II) acetate). Run in CN(C=O)C (dimethylformamide), C(C)N(CC)CC (triethylamine). Reaction conditions: temperature 50 celsius, time 2 hour. Product: FC=1C(=C(C2=C(C(C=C(O2)C2=CC(=C(C=C2)NC(C(C)(C)C)=O)F)=O)C1NC(C(C)(C)C)=O)F)C#C[Si](C)(C)C (6,8-difluoro-2-(3-fluoro-4-pivaloylaminophenyl)-5-pivaloylamino-7-(2-trimethylsilylethynyl)-4H-1-benzopyran-4-one). Isolated yield 38.9%. As a reaction SMILES: Br[C:2]1[C:26]([F:27])=[C:25]([NH:28][C:29](=[O:34])[C:30]([CH3:33])([CH3:32])[CH3:31])[C:5]2[C:6](=[O:24])[CH:7]=[C:8]([C:10]3[CH:15]=[CH:14][C:13]([NH:16][C:17](=[O:22])[C:18]([CH3:21])([CH3:20])[CH3:19])=[C:12]([F:23])[CH:11]=3)[O:9][C:4]=2[C:3]=1[F:35].C1(P(C2C=CC=CC=2)C2C=CC=CC=2)C=CC=CC=1.[CH3:55][Si:56]([C:59]#[CH:60])([CH3:58])[CH3:57].O>CN(C)C=O.C(N(CC)CC)C.C([O-])(=O)C.[Pd+2].C([O-])(=O)C>[F:27][C:26]1[C:2]([C:60]#[C:59][Si:56]([CH3:58])([CH3:57])[CH3:55])=[C:3]([F:35])[C:4]2[O:9][C:8]([C:10]3[CH:15]=[CH:14][C:13]([NH:16][C:17](=[O:22])[C:18]([CH3:21])([CH3:20])[CH3:19])=[C:12]([F:23])[CH:11]=3)=[CH:7][C:6](=[O:24])[C:5]=2[C:25]=1[NH:28][C:29](=[O:34])[C:30]([CH3:33])([CH3:32])[CH3:31] |f:6.7.8|. Procedure details: 30 mg (0.054mmol) of 7-bromo-6,8-difluoro-2-(3-fluoro-4-pivaloylaminophenyl)-5-pivaloylamino-4H-1-benzopyran-4-one obtained in Example 84 (2) was dissolved in a mixed solvent of 0.5 mL of dimethylformamide and 0.5 mL of triethylamine, 1 mg (0.004 mmol) of palladium (II) acetate, 2 mg (0.008 mmol) of triphenylphosphine and 38 μL (0.27 mmol) of trimethylsilylacetylene were added and the mixture was stirred at 50° C. for 2 hours. The reaction solution was cooled to room temperature, water was added... The reactants are ClC1=C(C=CC(=C1)Cl)C1C(=C(NC(=N1)C=1SC=CN1)CN1C(COCC1)C(=O)O)C(=O)OCC (4-((6-(2,4-dichlorophenyl)-5-(ethoxycarbonyl)-2-(thiazol-2-yl)-3,6-dihydropyrimidin-4-yl)methyl)morpholine-3-carboxylic acid), C(OCCl)(OC(C)C)=O (chloromethyl isopropyl carbonate). Yields the product ClC1=C(C=CC(=C1)Cl)C1C(=C(NC(=N1)C=1SC=CN1)CN1C(COCC1)C(=O)OCOC(=O)OC(C)C)C(=O)OCC (((Isopropoxycarbonyl)oxy)methyl 4-((6-(2,4-dichlorophenyl)-5-(ethoxycarbonyl)-2-(thiazol-2-yl)-3,6-dihydropyrimidin-4-yl)methyl)morpholine-3-carboxylate). The yield is 46.8%. Reaction SMILES: [Cl:1][C:2]1[CH:7]=[C:6]([Cl:8])[CH:5]=[CH:4][C:3]=1[CH:9]1[N:14]=[C:13]([C:15]2[S:16][CH:17]=[CH:18][N:19]=2)[NH:12][C:11]([CH2:20][N:21]2[CH2:26][CH2:25][O:24][CH2:23][CH:22]2[C:27]([OH:29])=[O:28])=[C:10]1[C:30]([O:32][CH2:33][CH3:34])=[O:31].[C:35](=[O:43])([O:39][CH:40]([CH3:42])[CH3:41])[O:36][CH2:37]Cl>>[Cl:1][C:2]1[CH:7]=[C:6]([Cl:8])[CH:5]=[CH:4][C:3]=1[CH:9]1[N:14]=[C:13]([C:15]2[S:16][CH:17]=[CH:18][N:19]=2)[NH:12][C:11]([CH2:20][N:21]2[CH2:26][CH2:25][O:24][CH2:23][CH:22]2[C:27]([O:29][CH2:37][O:36][C:35]([O:39][CH:40]([CH3:42])[CH3:41])=[O:43])=[O:28])=[C:10]1[C:30]([O:32][CH2:33][CH3:34])=[O:31]. Procedure details: 4-((6-(2,4-dichlorophenyl)-5-(ethoxycarbonyl)-2-(thiazol-2-yl)-3,6-dihydropyrimidin-4-yl)methyl)morpholine-3-carboxylic acid (0.22 g, 0.4 mmol) was reacted with chloromethyl isopropyl carbonate (0.25 g, 1.64 mmol) according to the procedure as described in Example 79 to give the title compound as yellow oil (0.12 g, 47%). The compound was characterized by the following spectroscopic data: Starting materials: [Al+3], COC(=O)NCCC(O)C=C(C)C, [H-], [H-], [H-], [H-], [Li+], [Na+], C1CCOC1, [OH-]. Product: CNCCC(O)C=C(C)C. Reaction SMILES: [Al+3:15].[CH3:1][O:2][C:3]([NH:4][CH2:5][CH2:6][CH:7]([CH:8]=[C:9]([CH3:10])[CH3:11])[OH:12])=[O:13].[H-:14].[H-:17].[H-:18].[H-:19].[Li+:16].[Na+:21].[O:22]1[CH2:23][CH2:24][CH2:25][CH2:26]1.[OH-:20]>>[CH3:3][NH:4][CH2:5][CH2:6][CH:7]([CH:8]=[C:9]([CH3:10])[CH3:11])[OH:12]. The reactants are N1C=CC2=CC=C(C=C12)C(CC(=O)NC)C=1C=NC=CC1 (3-(1H-indol-6-yl)-N-methyl-3-pyridin-3-yl-propionamide), N1C=CC2=CC=CC(=C12)C(CCNC)C1=CC=CC=C1 ([3-(1H-Indol-7-yl)-3-phenyl-propyl]-methyl-amine). Product: N1C=CC2=CC=C(C=C12)C(CCNC)C=1C=NC=CC1 ([3-(1H-Indol-6-yl)-3-pyridin-3-yl-propyl]-methyl-amine). As a reaction SMILES: [NH:1]1[C:9]2[C:4](=[CH:5][CH:6]=[C:7]([CH:10]([C:16]3[CH:17]=[N:18][CH:19]=[CH:20][CH:21]=3)[CH2:11][C:12]([NH:14][CH3:15])=O)[CH:8]=2)[CH:3]=[CH:2]1.N1C2C(=CC=CC=2C(C2C=CC=CC=2)CCNC)C=C1>>[NH:1]1[C:9]2[C:4](=[CH:5][CH:6]=[C:7]([CH:10]([C:16]3[CH:17]=[N:18][CH:19]=[CH:20][CH:21]=3)[CH2:11][CH2:12][NH:14][CH3:15])[CH:8]=2)[CH:3]=[CH:2]1. Reported procedure: [3-(1H-Indol-6-yl)-3-pyridin-3-yl-propyl]-methyl-amine CLX was prepared from 3-(1H-indol-6-yl)-N-methyl-3-pyridin-3-yl-propionamide using the procedure described above for preparation of [3-(1H-Indol-7-yl)-3-phenyl-propyl]-methyl-amine XX (Example 4). MS (M+H)=266. Reaction conditions: temperature 80 celsius. Reactants: N1(CCCCC1)CC=1C=CC(=NC1)OS(=O)(=O)C(F)(F)F (trifluoro-methanesulfonic acid 5-piperidin-1-ylmethyl-pyridin-2-yl ester), C(CC#C)N1CCCCC1 (1-but-3-ynyl-piperidine), TEA. Reagents/catalysts: Cl[Pd]([P](C1=CC=CC=C1)(C2=CC=CC=C2)C3=CC=CC=C3)([P](C4=CC=CC=C4)(C5=CC=CC=C5)C6=CC=CC=C6)Cl (dichlorobis(triphenylphosphine)-palladium(II)), [Cu]I (copper(I) iodide). Procedure: To a solution of trifluoro-methanesulfonic acid 5-piperidin-1-ylmethyl-pyridin-2-yl ester (0.10 g, 0.31 mmol), 1-but-3-ynyl-piperidine (0.051 g, 0.37 mmol), and TEA (2 mL) in dry DMF (1 mL) was added dichlorobis(triphenylphosphine)-palladium(II) (0.004 g, 0.006 mmol) and copper(I) iodide (0.004 g, 0.016 mmol). The reaction mixture was heated at 80° C. for 4 h, cooled to rt, diluted with DCM (25 mL), and filtered through a pad of diatomaceous earth. The mixture was diluted with 1 N NaOH (25 mL) a... Reaction SMILES: [N:1]1([CH2:7][C:8]2[CH:9]=[CH:10][C:11](OS(C(F)(F)F)(=O)=O)=[N:12][CH:13]=2)[CH2:6][CH2:5][CH2:4][CH2:3][CH2:2]1.[CH2:22]([N:26]1[CH2:31][CH2:30][CH2:29][CH2:28][CH2:27]1)[CH2:23][C:24]#[CH:25]>CN(C=O)C.C(Cl)Cl.Cl[Pd](Cl)([P](C1C=CC=CC=1)(C1C=CC=CC=1)C1C=CC=CC=1)[P](C1C=CC=CC=1)(C1C=CC=CC=1)C1C=CC=CC=1.[Cu]I>[NH3:1].[N:26]1([CH2:22][CH2:23][C:24]#[C:25][C:11]2[CH:10]=[CH:9][C:8]([CH2:7][N:1]3[CH2:6][CH2:5][CH2:4][CH2:3][CH2:2]3)=[CH:13][N:12]=2)[CH2:31][CH2:30][CH2:29][CH2:28][CH2:27]1 |^1:42,61|. The yield is 20.7%. Yields the product N (NH3), N1(CCCCC1)CCC#CC1=NC=C(C=C1)CN1CCCCC1 (2-(4-Piperidin-1-yl-but-1-ynyl)-5-piperidin-1-ylmethyl-pyridine). Run in CN(C)C=O (DMF), C(Cl)Cl (DCM). Reactants: CS(=O)(=O)O, CO, O=C(O)c1n[nH]c2ccccc12. Yields the product COC(=O)c1n[nH]c2ccccc12. As a reaction SMILES: [CH3:13][S:14](=[O:15])(=[O:16])[OH:17].[CH3:18][OH:19].[nH:1]1[n:2][c:3]([C:10](=[O:11])[OH:12])[c:4]2[cH:5][cH:6][cH:7][cH:8][c:9]12>>[nH:1]1[n:2][c:3]([C:10]([O:11][CH3:13])=[O:12])[c:4]2[cH:5][cH:6][cH:7][cH:8][c:9]12. Starting materials: CCOC(=O)C(Cc1ccc(OCCc2ccc(NC(=O)OCc3ccccc3)cc2)cc1)OCC, Cl, [Li+], C1CCOC1, [OH-], O. Product: CCOC(Cc1ccc(OCCc2ccc(NC(=O)OCc3ccccc3)cc2)cc1)C(=O)O. As a reaction SMILES: [CH2:1]([CH3:2])[O:3][C:4]([CH:5]([CH2:6][c:7]1[cH:8][cH:9][c:10]([O:13][CH2:14][CH2:15][c:16]2[cH:17][cH:18][c:19]([NH:22][C:23](=[O:24])[O:25][CH2:26][c:27]3[cH:28][cH:29][cH:30][cH:31][cH:32]3)[cH:20][cH:21]2)[cH:11][cH:12]1)[O:33][CH2:34][CH3:35])=[O:36].[ClH:39].[Li+:37].[O:40]1[CH2:41][CH2:42][CH2:43][CH2:44]1.[OH-:38].[OH2:45]>>[O:3]=[C:4]([CH:5]([CH2:6][c:7]1[cH:8][cH:9][c:10]([O:13][CH2:14][CH2:15][c:16]2[cH:17][cH:18][c:19]([NH:22][C:23](=[O:24])[O:25][CH2:26][c:27]3[cH:28][cH:29][cH:30][cH:31][cH:32]3)[cH:20][cH:21]2)[cH:11][cH:12]1)[O:33][CH2:34][CH3:35])[OH:36].